Dataset: the Open Reaction Database (ORD), a public repository of structured organic reaction records. Task: describe an organic reaction: reactants, conditions, products, and yield Starting materials: CCCCCCCCCCCCN(CCC)CCOc1ccc(CCC(OC)(OC)C(F)(F)F)cc1, CCCCCCCCCCCCN(CCCC(=O)O)CCOc1ccc(CCC(=O)C(F)(F)F)cc1, O=C(O)C(F)(F)F. Yields the product CCCCCCCCCCCCN(CCC)CCOc1ccc(CCC(=O)C(F)(F)F)cc1. As a reaction SMILES: [CH2:1]([CH2:2][CH3:3])[N:4]([CH2:5][CH2:6][O:7][c:8]1[cH:9][cH:10][c:11]([CH2:14][CH2:15][C:16]([C:17]([F:18])([F:19])[F:20])([O:21][CH3:24])[O:22][CH3:23])[cH:12][cH:13]1)[CH2:25][CH2:26][CH2:27][CH2:28][CH2:29][CH2:30][CH2:31][CH2:32][CH2:33][CH2:34][CH2:35][CH3:36].[CH2:44]([N:45]([CH2:46][CH2:47][CH2:48][C:49]([OH:50])=[O:51])[CH2:52][CH2:53][O:54][c:55]1[cH:56][cH:57][c:58]([CH2:59][CH2:60][C:61](=[O:62])[C:63]([F:64])([F:65])[F:66])[cH:67][cH:68]1)[CH2:69][CH2:70][CH2:71][CH2:72][CH2:73][CH2:74][CH2:75][CH2:76][CH2:77][CH2:78][CH3:79].[OH:37][C:38]([C:39]([F:40])([F:41])[F:42])=[O:43]>>[CH2:1]([CH2:2][CH3:3])[N:4]([CH2:5][CH2:6][O:7][c:8]1[cH:9][cH:10][c:11]([CH2:14][CH2:15][C:16]([C:17]([F:18])([F:19])[F:20])=[O:21])[cH:12][cH:13]1)[CH2:25][CH2:26][CH2:27][CH2:28][CH2:29][CH2:30][CH2:31][CH2:32][CH2:33][CH2:34][CH2:35][CH3:36].